From a dataset of the Open Reaction Database (ORD), a public repository of structured organic reaction records. describe an organic reaction: reactants, conditions, products, and yield Reactants: C(C)(C)C1=C(C(=CC=C1)C(C)C)NS(=O)(=O)CC(=O)NC=1N=NN(N1)CCCCCCCCCCCC (2-(2,6-Diisopropyl-phenylsulfamoyl)-N-(dodecyl-2-H-tetrazol-5-yl)-acetamide), C(C)(C)C1=C(N)C(=CC=C1)C(C)C (2,6-diisopropylaniline). The product is C(C)(C)C1=C(C(=CC=C1)C(C)C)NC(CS(NC1=C(C=CC=C1C(C)C)C(C)C)(=O)=O)=O (N-(2,6-Diisopropylphenyl)-2-(2,6-diisopropylphenylsulfamoyl)-acetamide). As a reaction SMILES: [CH:1]([C:4]1[CH:9]=[CH:8][CH:7]=[C:6]([CH:10]([CH3:12])[CH3:11])[C:5]=1[NH:13][S:14]([CH2:17][C:18]([NH:20]C1N=NN(CCCCCCCCCCCC)N=1)=[O:19])(=[O:16])=[O:15])([CH3:3])[CH3:2].[CH:38]([C:41]1[CH:47]=[CH:46][CH:45]=[C:44]([CH:48]([CH3:50])[CH3:49])[C:42]=1N)([CH3:40])[CH3:39]>>[CH:48]([C:44]1[CH:45]=[CH:46][CH:47]=[C:41]([CH:38]([CH3:40])[CH3:39])[C:42]=1[NH:20][C:18](=[O:19])[CH2:17][S:14](=[O:16])(=[O:15])[NH:13][C:5]1[C:6]([CH:10]([CH3:11])[CH3:12])=[CH:7][CH:8]=[CH:9][C:4]=1[CH:1]([CH3:3])[CH3:2])([CH3:50])[CH3:49]. Procedure: This compound was prepared in the same manner as for the title compound of Example 2, except that 2-DAT was replaced with 2,6-diisopropylaniline, mp 202°-205° C. Starting materials: COC(\C(=C\C1CCCCC1)\C1=CC(=C(C=C1)S(=O)(=O)C)C(F)(F)F)=O ((E)-3-cyclohexyl-2-(4-methanesulfonyl-3-trifluoromethyl-phenyl)-acrylic acid methyl ester), [BH4-].[Na+] (sodium borohydride). Reagents/catalysts: O.O.O.O.O.O.[Ni](Cl)Cl (nickel(II) chloride hexahydrate). Solvent: CO (methanol). Run at temperature 0 celsius, time 15 minute. Yields the product COC(C(CC1CCCCC1)C1=CC(=C(C=C1)S(=O)(=O)C)C(F)(F)F)=O (racemic 3-cyclohexyl-2-(4-methanesulfonyl-3-trifluoromethyl-phenyl)-propionic acid methyl ester). Isolated yield 92.7%. Reaction SMILES: [CH3:1][O:2][C:3](=[O:26])/[C:4](/[C:12]1[CH:17]=[CH:16][C:15]([S:18]([CH3:21])(=[O:20])=[O:19])=[C:14]([C:22]([F:25])([F:24])[F:23])[CH:13]=1)=[CH:5]/[CH:6]1[CH2:11][CH2:10][CH2:9][CH2:8][CH2:7]1.[BH4-].[Na+]>CO.O.O.O.O.O.O.[Ni](Cl)Cl>[CH3:1][O:2][C:3](=[O:26])[CH:4]([C:12]1[CH:17]=[CH:16][C:15]([S:18]([CH3:21])(=[O:19])=[O:20])=[C:14]([C:22]([F:25])([F:24])[F:23])[CH:13]=1)[CH2:5][CH:6]1[CH2:11][CH2:10][CH2:9][CH2:8][CH2:7]1 |f:1.2,4.5.6.7.8.9.10|. Reported procedure: A solution of nickel(II) chloride hexahydrate (36.6 mg, 0.154 mmol) and (E)-3-cyclohexyl-2-(4-methanesulfonyl-3-trifluoromethyl-phenyl)-acrylic acid methyl ester (302 mg, 0.77 mmol) in methanol (8 mL) was cooled to 0° C. and then treated with sodium borohydride (87 mg, 2.29 mmol) in four portions. After the addition, the black reaction mixture was stirred for 15 min at 0° C. and then allowed to warm to 25° C. where it was stirred for 15 h. The black solid was filtered using filter paper and wash...